From a dataset of the Open Reaction Database (ORD), a public repository of structured organic reaction records. describe an organic reaction: reactants, conditions, products, and yield Starting materials: C1(=CC=C(C=C1)NC(=O)NC1=CC(=CC=C1)COCCOCCCCCCNC[C@H](O)C1=CC2=C(OC(OC2)(C)C)C=C1)C1=CC=CC=C1 (N-(1,1′-biphenyl-4-yl)-N′-[3-({2-[(6-{[(2R)-2-(2,2-dimethyl-4H-1,3-benzodioxin-6-yl)-2-hydroxyethyl]amino}hexyl)oxy]ethoxy}methyl)phenyl]urea). Product: C(C)(=O)O.C1(=CC=C(C=C1)NC(=O)NC1=CC(=CC=C1)COCCOCCCCCCNC[C@@H](C1=CC(=C(C=C1)O)CO)O)C1=CC=CC=C1 (N-(1,1′-Biphenyl-4-yl)-N′-{3-[(2-{[6-({(2R)-2-hydroxy-2-[4-hydroxy-3-(hydroxymethyl)phenyl]ethyl}amino)hexyl]oxy}ethoxy)methyl]phenyl}urea acetate). Solvent: C(C)(=O)O (acetic acid), O (water). RXN SMILES: [C:1]1([C:44]2[CH:49]=[CH:48][CH:47]=[CH:46][CH:45]=2)[CH:6]=[CH:5][C:4]([NH:7][C:8]([NH:10][C:11]2[CH:16]=[CH:15][CH:14]=[C:13]([CH2:17][O:18][CH2:19][CH2:20][O:21][CH2:22][CH2:23][CH2:24][CH2:25][CH2:26][CH2:27][NH:28][CH2:29][C@@H:30]([C:32]3[CH:43]=[CH:42][C:35]4[O:36][C:37](C)([CH3:40])[O:38][CH2:39][C:34]=4[CH:33]=3)[OH:31])[CH:12]=2)=[O:9])=[CH:3][CH:2]=1>C(O)(=O)C.O>[C:37]([OH:38])(=[O:36])[CH3:40].[C:1]1([C:44]2[CH:45]=[CH:46][CH:47]=[CH:48][CH:49]=2)[CH:2]=[CH:3][C:4]([NH:7][C:8]([NH:10][C:11]2[CH:16]=[CH:15][CH:14]=[C:13]([CH2:17][O:18][CH2:19][CH2:20][O:21][CH2:22][CH2:23][CH2:24][CH2:25][CH2:26][CH2:27][NH:28][CH2:29][C@H:30]([OH:31])[C:32]3[CH:43]=[CH:42][C:35]([OH:36])=[C:34]([CH2:39][OH:38])[CH:33]=3)[CH:12]=2)=[O:9])=[CH:5][CH:6]=1 |f:3.4|. Procedure: A solution of N-(1,1′-biphenyl-4-yl)-N′-[3-({2-[(6-{[(2R)-2-(2,2-dimethyl-4H-1,3-benzodioxin-6-yl)-2-hydroxyethyl]amino}hexyl)oxy]ethoxy}methyl)phenyl]urea (0.089 g) in acetic acid (4 ml) and water (2 ml) were stirred under nitrogen at 70° C. for 30 min. The reaction mixture was cooled to room temperature before concentrating under vacuum and azeotroping with MeOH (2×10 ml) to give the title compound (0.097 g). LCMS RT=3.08 min, ES+ve 628 (MH)+. Isolated yield 211.6%. Reactants: C(=C)C1(CC2=CC=CC=C2C1)O (2-Vinyl-indan-2-ol), S([O-])(O)=O (bisulfite), starch, O=O (O2), peroxides, O=[O+][O-] (ozone), OS(=O)[O-].[Na+] (NaHSO3). The solvent is CO (MeOH), O (water). Conditions: temperature -78 celsius, time 15 minute. Product: desired product, C1C(CC2=CC=CC=C12)=O (2-indanone). The yield is 61.0%. RXN SMILES: C([C:3]1([OH:12])[CH2:11][C:10]2[C:5](=[CH:6][CH:7]=[CH:8][CH:9]=2)[CH2:4]1)=C.O=[O+][O-].O=O.OS([O-])=O.[Na+].S(=O)(O)[O-]>CO.O>[CH2:4]1[C:5]2[C:10](=[CH:9][CH:8]=[CH:7][CH:6]=2)[CH2:11][C:3]1=[O:12] |f:3.4|. Procedure details: (The following representative procedure is taken from Ragan et al., Org. Process Res. Dev. 2003, 7, 155–160). 2-Vinyl-indan-2-ol (15.0 g, 93.6 mmol) was dissolved in 150 mL MeOH, cooled to −78° C., and treated with a stream of ozone generated from O2. The dark solution became lighter in color after ca. 15 min, and HPLC analysis indicated consumption of starting material. Oxygen was bubbled through the solution for 5 min, then a stream of nitrogen was bubbled through for 30 min. A slurry of NaHSO... Starting materials: CCN=C=NCCCN(C)C, CCN(C(C)C)C(C)C, Cl, Cl, Cl, Cc1ccccc1NC1CCNCC1, CN(C)C=O, O, On1nnc2ccccc21, O=C(O)CNC(=O)c1cc(-c2ccccc2)[nH]n1. The product is Cc1ccccc1NC1CCN(C(=O)CNC(=O)c2cc(-c3ccccc3)[nH]n2)CC1. RXN SMILES: [CH3:38][CH2:39][N:40]=[C:41]=[N:42][CH2:43][CH2:44][CH2:45][N:46]([CH3:47])[CH3:48].[CH:19]([N:20]([CH2:21][CH3:22])[CH:23]([CH3:24])[CH3:25])([CH3:26])[CH3:27].[ClH:49].[ClH:50].[ClH:51].[NH:52]1[CH2:53][CH2:54][CH:55]([NH:58][c:59]2[c:60]([CH3:65])[cH:61][cH:62][cH:63][cH:64]2)[CH2:56][CH2:57]1.[O:66]=[CH:67][N:68]([CH3:69])[CH3:70].[OH2:71].[OH:28][n:29]1[c:30]2[c:31]([cH:32][cH:33][cH:34][cH:35]2)[n:36][n:37]1.[c:1]1(-[c:7]2[cH:8][c:9]([C:12](=[O:13])[NH:14][CH2:15][C:16](=[O:17])[OH:18])[n:10][nH:11]2)[cH:2][cH:3][cH:4][cH:5][cH:6]1>>[c:1]1(-[c:7]2[cH:8][c:9]([C:12](=[O:13])[NH:14][CH2:15][C:16](=[O:18])[N:52]3[CH2:53][CH2:54][CH:55]([NH:58][c:59]4[c:60]([CH3:65])[cH:61][cH:62][cH:63][cH:64]4)[CH2:56][CH2:57]3)[n:10][nH:11]2)[cH:2][cH:3][cH:4][cH:5][cH:6]1. Starting materials: [BH4-], CCO, O=C(c1ccc(Cl)cc1)c1cccnc1-n1ccnc1, [Na+], O. The product is OC(c1ccc(Cl)cc1)c1cccnc1-n1ccnc1. Reaction SMILES: [BH4-:21].[CH3:23][CH2:24][OH:25].[Cl:1][c:2]1[cH:3][cH:4][c:5]([C:6](=[O:7])[c:8]2[c:9](-[n:14]3[cH:15][n:16][cH:17][cH:18]3)[n:10][cH:11][cH:12][cH:13]2)[cH:19][cH:20]1.[Na+:22].[OH2:26]>>[Cl:1][c:2]1[cH:3][cH:4][c:5]([CH:6]([OH:7])[c:8]2[c:9](-[n:14]3[cH:15][n:16][cH:17][cH:18]3)[n:10][cH:11][cH:12][cH:13]2)[cH:19][cH:20]1. Reactants: C(C)(C)(C)C=1N=C(C2=C(N1)N(N=N2)CC2=C(C=CC=C2)Cl)N2CCOCC2 (5-tert-Butyl-3-(2-chloro-benzyl)-7-morpholin-4-yl-3H-[1,2,3]triazolo[4,5-d]pyrimidine), C(C)(C)(C)C=1N=C(C2=C(N1)N(N=N2)CC2=C(C=CC=C2)Cl)Cl (5-tert-butyl-7-chloro-3-(2-chlorobenzyl)-3H-[1,2,3]triazolo[4,5-d]pyrimidine), N1C[C@H]([C@H](C1)O)O ((3R,4S)-pyrrolidine-3,4-diol). Yields the product C(C)(C)(C)C=1N=C(C2=C(N1)N(N=N2)CC2=C(C=CC=C2)Cl)N2C[C@@H]([C@@H](C2)O)O ((3S,4R)-1-[5-tert-Butyl-3-(2-chloro-benzyl)-3H-[1,2,3]triazolo[4,5-d]pyrimidin-7-yl]-pyrrolidine-3,4-diol), gum. Isolated yield 54.0%. As a reaction SMILES: [C:1]([C:5]1[N:6]=[C:7]([N:22]2[CH2:27][CH2:26][O:25][CH2:24][CH2:23]2)[C:8]2[N:13]=[N:12][N:11]([CH2:14][C:15]3[CH:20]=[CH:19][CH:18]=[CH:17][C:16]=3[Cl:21])[C:9]=2[N:10]=1)([CH3:4])([CH3:3])[CH3:2].C(C1N=C(Cl)C2N=NN(CC3C=CC=CC=3Cl)C=2N=1)(C)(C)C.N1C[C@H]([OH:55])[C@H](O)C1>>[C:1]([C:5]1[N:6]=[C:7]([N:22]2[CH2:27][C@@H:26]([OH:55])[C@@H:24]([OH:25])[CH2:23]2)[C:8]2[N:13]=[N:12][N:11]([CH2:14][C:15]3[CH:20]=[CH:19][CH:18]=[CH:17][C:16]=3[Cl:21])[C:9]=2[N:10]=1)([CH3:4])([CH3:3])[CH3:2]. Procedure: In analogy to the procedure described for the synthesis of 5-tert-butyl-3-(2-chloro-benzyl)-7-morpholin-4-yl-3H-[1,2,3]triazolo[4,5-d]pyrimidine (example 1, step c), the title compound was prepared from 5-tert-butyl-7-chloro-3-(2-chlorobenzyl)-3H-[1,2,3]triazolo[4,5-d]pyrimidine and (3R,4S)-pyrrolidine-3,4-diol and isolated as light-yellow gum (10.3 mg, 54%). MS (m/e): 403.4 (MH+).